Dataset: the Open Reaction Database (ORD), a public repository of structured organic reaction records. Task: describe an organic reaction: reactants, conditions, products, and yield Reactants: NC1=NC=NN2C1=C(C=C2C2CN(CCC2)C(=O)OC(C)(C)C)C=2C=CC1=CN(N=C1C2)CC2=CC=CC=C2 (tert-butyl 3-[4-amino-5-(2-benzyl-2H-indazol-6-yl)pyrrolo[2,1-f][1,2,4]triazin-7-yl]piperidine-1-carboxylate), Cl (HCl). Solvent: CO (MeOH), O1CCOCC1 (dioxane). Run at time 17 hour. The product is Cl.C(C1=CC=CC=C1)N1N=C2C=C(C=CC2=C1)C=1C=C(N2N=CN=C(C21)N)C2CNCCC2 (5-(2-benzyl-2H-indazol-6-yl)-7-piperidin-3-ylpyrrolo[2,1-f][1,2,4]triazin-4-amine hydrochloride). Isolated yield 100.0%. RXN SMILES: [NH2:1][C:2]1[C:7]2=[C:8]([C:24]3[CH:25]=[CH:26][C:27]4[C:31]([CH:32]=3)=[N:30][N:29]([CH2:33][C:34]3[CH:39]=[CH:38][CH:37]=[CH:36][CH:35]=3)[CH:28]=4)[CH:9]=[C:10]([CH:11]3[CH2:16][CH2:15][CH2:14][N:13](C(OC(C)(C)C)=O)[CH2:12]3)[N:6]2[N:5]=[CH:4][N:3]=1.[ClH:40]>CO.O1CCOCC1>[ClH:40].[CH2:33]([N:29]1[CH:28]=[C:27]2[C:31]([CH:32]=[C:24]([C:8]3[CH:9]=[C:10]([CH:11]4[CH2:16][CH2:15][CH2:14][NH:13][CH2:12]4)[N:6]4[C:7]=3[C:2]([NH2:1])=[N:3][CH:4]=[N:5]4)[CH:25]=[CH:26]2)=[N:30]1)[C:34]1[CH:35]=[CH:36][CH:37]=[CH:38][CH:39]=1 |f:4.5|. Reported procedure: To a suspension of tert-butyl 3-[4-amino-5-(2-benzyl-2H-indazol-6-yl)pyrrolo[2,1-f][1,2,4]triazin-7-yl]piperidine-1-carboxylate in MeOH (8 mL) was added 4M HCl in dioxane (4 mL). The mixture was stirred at rt for 17 h. The mixture was concentrated to dryness to afford 1.5 g (100%) of the desired product. ES-MS m/z 424.21 [M+H]+, HPLC RT (min) 2.21. Starting materials: ClC=1C=CC(=C(CC2CNC(CN(C2=O)C(=O)NC(C(=O)NCC(=O)OC(C)(C)C)CC)=O)C1)OC (tert-butyl {[2-({[6-(5-chloro-2-methoxybenzyl)-3,7-dioxo-1,4-diazepan-1-yl]carbonyl}amino)butanoyl]amino}acetate), Cl.C(C)(C)(C)OC(CN)=O (glycine tert-butyl ester hydrochloride), C(C)(C)(C)OC([C@@H](N)CC(C)C)=O (L-leucine tert-butyl ester). Yields the product ClC=1C=CC(=C(CC2CNC(CN(C2=O)C(=O)N[C@@H](C(=O)N[C@H](C(=O)O)CC(C)C)CC)=O)C1)OC ((2S)-2-{[(2R)-2-({[6-(5-chloro-2-methoxybenzyl)-3,7-dioxo-1,4-diazepan-1-yl]carbonyl}amino)butanoyl]amino}-4-methylpentanoic Acid). RXN SMILES: [Cl:1][C:2]1[CH:3]=[CH:4][C:5]([O:35][CH3:36])=[C:6]([CH:34]=1)[CH2:7][CH:8]1[C:14](=[O:15])[N:13]([C:16]([NH:18][CH:19]([CH2:31][CH3:32])[C:20]([NH:22][CH2:23][C:24]([O:26]C(C)(C)C)=[O:25])=[O:21])=[O:17])[CH2:12][C:11](=[O:33])[NH:10][CH2:9]1.Cl.[C:38](OC(=O)CN)([CH3:41])([CH3:40])[CH3:39].C(OC(=O)[C@H](CC(C)C)N)(C)(C)C>>[Cl:1][C:2]1[CH:3]=[CH:4][C:5]([O:35][CH3:36])=[C:6]([CH:34]=1)[CH2:7][CH:8]1[C:14](=[O:15])[N:13]([C:16]([NH:18][C@H:19]([CH2:31][CH3:32])[C:20]([NH:22][C@@H:23]([CH2:39][CH:38]([CH3:41])[CH3:40])[C:24]([OH:26])=[O:25])=[O:21])=[O:17])[CH2:12][C:11](=[O:33])[NH:10][CH2:9]1 |f:1.2|. Procedure details: Instead of the starting material compound of Example 220, that is, the glycine tert-butyl ester hydrochloride, L-leucine tert-butyl ester was used for the similar procedure as in Example 220 and Example 245 to obtain the title compound.